From a dataset of the Open Reaction Database (ORD), a public repository of structured organic reaction records. describe an organic reaction: reactants, conditions, products, and yield Reactants: [N+](=O)([O-])C1=C(N=C2N(C1=O)CCCN2C2=NC(=NC=C2)NCCC2=CC=CC=C2)C2=CC=CC=C2 (3-nitro-9-(2-phenethylamino-pyrimidin -4-yl)-2-phenyl -6,7,8,9tetrahydro-pyrimido[1,2-a]pyrimidin-4-one). The reagents and catalysts are [Pd] (palladium on carbon). Run in CO (methanol). The product is NC1=C(N=C2N(C1=O)CCCN2C2=NC(=NC=C2)NCCC2=CC=CC=C2)C2=CC=CC=C2 (3-Amino-9-(2-phenethylamino-pyrimidin-4-yl) -2-phenyl -6,7,8,9-tetrahydro-pyrimido[1,2-a]pyrimidin-4-one). RXN SMILES: [N+:1]([C:4]1[C:9](=[O:10])[N:8]2[CH2:11][CH2:12][CH2:13][N:14]([C:15]3[CH:20]=[CH:19][N:18]=[C:17]([NH:21][CH2:22][CH2:23][C:24]4[CH:29]=[CH:28][CH:27]=[CH:26][CH:25]=4)[N:16]=3)[C:7]2=[N:6][C:5]=1[C:30]1[CH:35]=[CH:34][CH:33]=[CH:32][CH:31]=1)([O-])=O>CO.[Pd]>[NH2:1][C:4]1[C:9](=[O:10])[N:8]2[CH2:11][CH2:12][CH2:13][N:14]([C:15]3[CH:20]=[CH:19][N:18]=[C:17]([NH:21][CH2:22][CH2:23][C:24]4[CH:29]=[CH:28][CH:27]=[CH:26][CH:25]=4)[N:16]=3)[C:7]2=[N:6][C:5]=1[C:30]1[CH:35]=[CH:34][CH:33]=[CH:32][CH:31]=1. Procedure details: A suspension of 3-nitro-9-(2-phenethylamino-pyrimidin -4-yl)-2-phenyl -6,7,8,9tetrahydro-pyrimido[1,2-a]pyrimidin-4-one (40 mg, 0.09 mmol) in methanol (10 mL) was stirred with 10 % palladium on carbon (5 mg) under an atmosphere of hydrogen for 4 h. Reaction mixture filtered through a bed of Celite, and final product isolated as a white solid after removal of solvent under vacuum. M+1=440 1NMR (CDCl3) t (2H, 2.20 ppm), t (2H, 2.91 ppm), dd (2H, 3.67 ppm), s (2H, 4.07 ppm), m (4H, 4.15 ppm), s (1H... Starting materials: O (Water), CN1CCOCC1 (N-methylmorpholine), ClC(=O)OC(C)C (isopropyl chloroformate), Cl.ClC=1C=CC(=NC1)OCC(C)NC([C@@H](N)C(C)C)=O (N1 -[2-(5-chloro-2-pyridyloxy)-1-methylethyl]-L-valinamide hydrochloride). Run in C(Cl)Cl (methylene chloride). Reaction conditions: time 15 hour. Product: ClC=1C=CC(=NC1)OCC(C)NC([C@@H](NC(=O)OC(C)C)C(C)C)=O (N1 -[2-(5-chloro-2-pyridyloxy)-1-methylethyl]-N2 -isopropyloxycarbonyl-L-valinamide). Yield: 39.5%. As a reaction SMILES: CN1CCOCC1.Cl[C:9]([O:11][CH:12]([CH3:14])[CH3:13])=[O:10].Cl.[Cl:16][C:17]1[CH:18]=[CH:19][C:20]([O:23][CH2:24][CH:25]([NH:27][C:28](=[O:34])[C@H:29]([CH:31]([CH3:33])[CH3:32])[NH2:30])[CH3:26])=[N:21][CH:22]=1.O>C(Cl)Cl>[Cl:16][C:17]1[CH:18]=[CH:19][C:20]([O:23][CH2:24][CH:25]([NH:27][C:28](=[O:34])[C@H:29]([CH:31]([CH3:33])[CH3:32])[NH:30][C:9]([O:11][CH:12]([CH3:14])[CH3:13])=[O:10])[CH3:26])=[N:21][CH:22]=1 |f:2.3|. Procedure: 0.8 g of N-methylmorpholine, and subsequently 0.5 g of isopropyl chloroformate were added to a suspension containing 1.4 g of N1 -[2-(5-chloro-2-pyridyloxy)-1-methylethyl]-L-valinamide hydrochloride suspended in 50 ml of methylene chloride at -15° C. The mixture was allowed to sit and warm naturally to room temperature and stirred for 15 hours at room temperature. Water was subsequently added to the reaction mixture. After the methylene chloride layer was washed with water, the organic layer was... The reactants are C1(CCCCC1)P(C1=C(C=CC=C1)C1=C(C=C(C=C1C(C)C)C(C)C)C(C)C)C1CCCCC1 (2-dicyclohexylphosphino-2′,4′,6′-triisopropylbiphenyl), IC1=CC=CC=C1 (Iodobenzene), C([O-])([O-])=O.[Cs+].[Cs+] (cesium carbonate), C1(CCCCC1)P(C1=C(C=CC=C1)C1=C(C=C(C=C1C(C)C)C(C)C)C(C)C)C1CCCCC1 (2-dicyclohexylphosphino-2′,4′,6′-triisopropylbiphenyl), NC1=C(C(=O)OC(C)(C)C)C=CC(=C1)CCC1=CC(=CC=C1)OC (tert-butyl 2-amino-4-(2-(3-methoxyphenyl)ethyl)benzoate), IC1=CC=CC=C1 (iodobenzene), C([O-])([O-])=O.[Cs+].[Cs+] (cesium carbonate), C1(CCCCC1)P(C1=C(C=CC=C1)C1=C(C=C(C=C1C(C)C)C(C)C)C(C)C)C1CCCCC1 (2-dicyclohexylphosphino-2′,4′,6′-triisopropylbiphenyl), C1(CCCCC1)P(C1=C(C=CC=C1)C1=C(C=C(C=C1C(C)C)C(C)C)C(C)C)C1CCCCC1 (2-dicyclohexylphosphino-2′,4′,6′-triisopropylbiphenyl). The reagents and catalysts are C=1C=CC(=CC1)/C=C/C(=O)/C=C/C2=CC=CC=C2.C=1C=CC(=CC1)/C=C/C(=O)/C=C/C2=CC=CC=C2.C=1C=CC(=CC1)/C=C/C(=O)/C=C/C2=CC=CC=C2.[Pd].[Pd] (Tris(dibenzylideneacetone)dipalladium(0)), C(C)(=O)[O-].[Pd+2].C(C)(=O)[O-] (palladium acetate), C=1C=CC(=CC1)/C=C/C(=O)/C=C/C2=CC=CC=C2.C=1C=CC(=CC1)/C=C/C(=O)/C=C/C2=CC=CC=C2.C=1C=CC(=CC1)/C=C/C(=O)/C=C/C2=CC=CC=C2.[Pd].[Pd] (tris(dibenzylideneacetone)dipalladium(0)), C(C)(=O)[O-].[Pd+2].C(C)(=O)[O-] (palladium acetate), C=1C=CC(=CC1)/C=C/C(=O)/C=C/C2=CC=CC=C2.C=1C=CC(=CC1)/C=C/C(=O)/C=C/C2=CC=CC=C2.C=1C=CC(=CC1)/C=C/C(=O)/C=C/C2=CC=CC=C2.[Pd].[Pd] (tris(dibenzylideneacetone)dipalladium(0)), C(C)(=O)[O-].[Pd+2].C(C)(=O)[O-] (palladium acetate), C=1C=CC(=CC1)/C=C/C(=O)/C=C/C2=CC=CC=C2.C=1C=CC(=CC1)/C=C/C(=O)/C=C/C2=CC=CC=C2.C=1C=CC(=CC1)/C=C/C(=O)/C=C/C2=CC=CC=C2.[Pd].[Pd] (Tris(dibenzylideneacetone)dipalladium(0)), C(C)(=O)[O-].[Pd+2].C(C)(=O)[O-] (palladium acetate). The solvent is C1(=CC=CC=C1)C (toluene). Run at temperature 110 celsius, time 6 hour. Product: N(C1=CC=CC=C1)C1=C(C(=O)OC(C)(C)C)C=CC(=C1)CCC1=CC(=CC=C1)OC (tert-butyl 2-anilino-4-(2-(3-methoxyphenyl)ethyl)benzoate). Reaction SMILES: [NH2:1][C:2]1[CH:14]=[C:13]([CH2:15][CH2:16][C:17]2[CH:22]=[CH:21][CH:20]=[C:19]([O:23][CH3:24])[CH:18]=2)[CH:12]=[CH:11][C:3]=1[C:4]([O:6][C:7]([CH3:10])([CH3:9])[CH3:8])=[O:5].I[C:26]1[CH:31]=[CH:30][CH:29]=[CH:28][CH:27]=1.C(=O)([O-])[O-].[Cs+].[Cs+].C1(P(C2CCCCC2)C2C=CC=CC=2C2C(C(C)C)=CC(C(C)C)=CC=2C(C)C)CCCCC1>C1C=CC(/C=C/C(/C=C/C2C=CC=CC=2)=O)=CC=1.C1C=CC(/C=C/C(/C=C/C2C=CC=CC=2)=O)=CC=1.C1C=CC(/C=C/C(/C=C/C2C=CC=CC=2)=O)=CC=1.[Pd].[Pd].C([O-])(=O)C.[Pd+2].C([O-])(=O)C.C1(C)C=CC=CC=1>[NH:1]([C:2]1[CH:14]=[C:13]([CH2:15][CH2:16][C:17]2[CH:22]=[CH:21][CH:20]=[C:19]([O:23][CH3:24])[CH:18]=2)[CH:12]=[CH:11][C:3]=1[C:4]([O:6][C:7]([CH3:10])([CH3:9])[CH3:8])=[O:5])[C:26]1[CH:31]=[CH:30][CH:29]=[CH:28][CH:27]=1 |f:2.3.4,6.7.8.9.10,11.12.13|. Procedure details: To toluene 3.0 mL solution of tert-butyl 2-amino-4-(2-(3-methoxyphenyl)ethyl)benzoate 0.13 g were added iodobenzene 0.11 mL, cesium carbonate 0.26 g, tris(dibenzylideneacetone)dipalladium(0) 3.7 mg, palladium acetate 1.8 mg and 2-dicyclohexylphosphino-2′,4′,6′-triisopropylbiphenyl 9.5 mg, and it was stirred at 110° C. for 6 hours. Tris(dibenzylideneacetone)dipalladium(0) 3.7 mg, palladium acetate 1.8 mg and 2-dicyclohexylphosphino-2′,4′,6′-triisopropylbiphenyl 9.5 mg were added to it, and it was... Reactants: CNCCC(Oc1cccc2ccccc12)c1cccs1, CN(C)CCC(O)c1cccs1, O=C(O)C(O)c1ccccc1. The product is CN(C)CCC(Oc1cccc2ccccc12)c1cccs1. As a reaction SMILES: [CH3:1][NH:2][CH2:3][CH2:4][CH:5]([O:6][c:7]1[cH:8][cH:9][cH:10][c:11]2[cH:12][cH:13][cH:14][cH:15][c:16]12)[c:17]1[cH:18][cH:19][cH:20][s:21]1.[CH3:22][N:23]([CH3:24])[CH2:25][CH2:26][CH:27]([c:28]1[s:29][cH:30][cH:31][cH:32]1)[OH:33].[OH:34][CH:35]([c:36]1[cH:37][cH:38][cH:39][cH:40][cH:41]1)[C:42](=[O:43])[OH:44]>>[CH3:1][N:2]([CH2:3][CH2:4][CH:5]([O:6][c:7]1[cH:8][cH:9][cH:10][c:11]2[cH:12][cH:13][cH:14][cH:15][c:16]12)[c:17]1[cH:18][cH:19][cH:20][s:21]1)[CH3:22]. The reactants are N1(C=NCC1)C1=CC2=C(N=C(N2)C=2NC(=CC2)C=2NC3=C(N2)C=CC(=C3)N3C=NCC3)C=C1 (2,5-bis-[5-(2-imidazolinyl)-2-benzimidazolyl]pyrrole), CN1C(=CC=C1C=1NC2=C(N1)C=CC(=C2)C=2NCCCN2)C=2NC1=C(N2)C=CC(=C1)C=1NCCCN1 (1-methyl-2,5-bis[5-(1,4,5,6-tetrahydro-2-pyrimidinyl)-2-benzimidazolyl]pyrrole), 2,5-bis(5-N-isopropylamidino-2-benzimidazolyl)furan, CN1C(=CC=C1C=1NC2=C(N1)C=CC(=C2)C=2NC=CN2)C=2NC1=C(N2)C=CC(=C1)C=1NC=CN1 (1-methyl-2,5-bis[5-(2-imidazolyl)-2-benzimidazolyl]pyrrole), C(N)(=N)C1=CC2=C(N=C(N2)C=2OC(=CC2)C=2NC3=C(N2)C=CC(=C3)C(N)=N)C=C1 (2,5-bis(5-amidino-2-benzimidazolyl)furan), N1(C=NCC1)C1=CC2=C(N=C(N2)C=2OC(=CC2)C=2NC3=C(N2)C=CC(=C3)N3C=NCC3)C=C1 (2,5-bis[5-(2-imidazolinyl)-2-benzimidazolyl]furan), N1C(=NCCC1)C1=CC2=C(N=C(N2)C2=NC(=CC=C2)C=2NC3=C(N2)C=CC(=C3)C=3NCCCN3)C=C1 (2,6-bis[5-(1,4,5,6-tetrahydro-2-pyrimidinyl)-2-benzimidazolyl]pyridine), N1(C=NCC1)C1=CC2=C(N=C(N2)C2=NC(=CC=C2)C=2NC3=C(N2)C=CC(=C3)N3C=NCC3)C=C1 (2,6-bis[5-(2-imidazolinyl)-2-benzimidazolyl]pyridine), CN1C(=CC=C1C=1NC2=C(N1)C=CC(=C2)C(N)=N)C=2NC1=C(N2)C=CC(=C1)C(N)=N (1-methyl-2,5-bis(5-amidino-2-benzimidazolyl)pyrrole), C(N)(=N)C1=CC2=C(N=C(N2)C(=O)C2=NC(=CC=C2)C(=O)C=2NC3=C(N2)C=CC(=C3)C(N)=N)C=C1 (2,6-bis(5-amidino-2-benzimidazoyl)pyridine). The product is C(N)(=N)C1=CC2=C(N=C(N2)C=2NC(=CC2)C=2NC3=C(N2)C=CC(=C3)C(N)=N)C=C1 (2,5-bis(5-amidino-2-benzimidazolyl) pyrrole). RXN SMILES: N1([C:6]2[CH:33]=[CH:32][C:9]3[N:10]=[C:11]([C:13]4[NH:14][C:15]([C:18]5[NH:19][C:20]6[CH:26]=[C:25](N7CCN=C7)[CH:24]=[CH:23][C:21]=6[N:22]=5)=[CH:16][CH:17]=4)[NH:12][C:8]=3[CH:7]=2)CCN=C1.[N:34]1(C2C=CC3N=C(C4C=CC=C(C5NC6C=C(N7CCN=C7)C=CC=6N=5)N=4)NC=3C=2)CC[N:36]=[CH:35]1.CN1C([C:74]2[NH:75]C3C=C(C(=N)N)C=CC=3[N:78]=2)=CC=C1C1NC2C=C(C(=N)N)C=CC=2N=1.CN1C(C2NC3C=C(C4NC=CN=4)C=CC=3N=2)=CC=C1C1NC2C=C(C3NC=CN=3)C=CC=2N=1.CN1C(C2NC3C=C(C4NCCCN=4)C=CC=3N=2)=CC=C1C1NC2C=C(C3NCCCN=3)C=CC=2N=1.C(C1C=CC2N=C(C(C3C=CC=C(C(C4NC5C=C(C(=N)N)C=CC=5N=4)=O)N=3)=O)NC=2C=1)(=N)N.N1CCCN=C1C1C=CC2N=C(C3C=CC=C(C4NC5C=C(C6NCCCN=6)C=CC=5N=4)N=3)NC=2C=1.C(C1C=CC2N=C(C3OC(C4NC5C=C(C(=N)N)C=CC=5N=4)=CC=3)NC=2C=1)(=N)N.N1(C2C=CC3N=C(C4OC(C5NC6C=C(N7CCN=C7)C=CC=6N=5)=CC=4)NC=3C=2)CCN=C1>>[C:35]([C:6]1[CH:33]=[CH:32][C:9]2[N:10]=[C:11]([C:13]3[NH:14][C:15]([C:18]4[NH:19][C:20]5[CH:26]=[C:25]([C:74](=[NH:75])[NH2:78])[CH:24]=[CH:23][C:21]=5[N:22]=4)=[CH:16][CH:17]=3)[NH:12][C:8]=2[CH:7]=1)(=[NH:34])[NH2:36]. Reported procedure: 2,5-bis-[5-(2-imidazolinyl)-2-benzimidazolyl]pyrrole; 2,6-bis[5-(2-imidazolinyl)-2-benzimidazolyl]pyridine; 1-methyl-2,5-bis(5-amidino-2-benzimidazolyl)pyrrole; 1-methyl-2,5-bis[5-(2-imidazolyl)-2-benzimidazolyl]pyrrole; 1-methyl-2,5-bis[5-(1,4,5,6-tetrahydro-2-pyrimidinyl)-2-benzimidazolyl]pyrrole; 2,6-bis(5-amidino-2-benzimidazoyl)pyridine; 2,6-bis[5-(1,4,5,6-tetrahydro-2-pyrimidinyl)-2-benzimidazolyl]pyridine; 2,5-bis(5-amidino-2-benzimidazolyl)furan; 2,5-bis[5-(2-imidazolinyl)-2-benzimidazol... Starting materials: C(C)OC(=O)C=1N(N=C(C1)C(C)(C)C)C (5-tert-Butyl-2-methyl-2H-pyrazole-3-carboxylic acid ethyl ester), [B-](F)(F)(F)F.[B-](F)(F)(F)F.C1C[N+]2(CC[N+]1(CC2)CCl)F (SELECTFLUOR). Solvent: C(C)#N (acetonitrile), CCOC(=O)C (EtOAc). Conditions: temperature 80 celsius, time 12 hour. Product: C(C)OC(=O)C=1N(N=C(C1F)C(C)(C)C)C (5-tert-Butyl-4-fluoro-2-methyl-2H-pyrazole-3-carboxylic acid ethyl ester). As a reaction SMILES: [CH2:1]([O:3][C:4]([C:6]1[N:7]([CH3:15])[N:8]=[C:9]([C:11]([CH3:14])([CH3:13])[CH3:12])[CH:10]=1)=[O:5])[CH3:2].[B-](F)(F)(F)[F:17].[B-](F)(F)(F)F.C1[N+]2(CCl)CC[N+](F)(CC2)C1>C(#N)C.CCOC(C)=O>[CH2:1]([O:3][C:4]([C:6]1[N:7]([CH3:15])[N:8]=[C:9]([C:11]([CH3:14])([CH3:13])[CH3:12])[C:10]=1[F:17])=[O:5])[CH3:2] |f:1.2.3|. Reported procedure: 5-tert-Butyl-2-methyl-2H-pyrazole-3-carboxylic acid ethyl ester (210 mg, 1.00 mmol) was added dropwise to a stirred solution of SELECTFLUOR® (531 mg, 1.50 mmol) in anhydrous acetonitrile (4 mL) under an Ar atmosphere. The resulting mixture was then stirred at 80° C. for 12 h, then cooled to room temperature, diluted with EtOAc (2 mL), and filtered. The solvent was removed under reduced pressure and the resulting residue was chromatographed on a 24-g SiO2 pre-packed column eluting with 0:1-1:4 Et... Product: CC(C)c1cccc(C(C)C)c1NC(=O)NC1CCC(C(C)(C)C)CC1. The reactants are CC(C)(C)C1CCC(N)CC1, CC(C)c1cccc(C(C)C)c1N=C=O, ClCCl, c1ccncc1. RXN SMILES: [C:1]([CH3:2])([CH3:3])([CH3:4])[CH:5]1[CH2:6][CH2:7][CH:8]([NH2:11])[CH2:9][CH2:10]1.[CH:12]([CH3:13])([CH3:14])[c:15]1[c:16]([N:24]=[C:25]=[O:26])[c:17]([CH:21]([CH3:22])[CH3:23])[cH:18][cH:19][cH:20]1.[Cl:33][CH2:34][Cl:35].[cH:27]1[cH:28][cH:29][n:30][cH:31][cH:32]1>>[C:1]([CH3:2])([CH3:3])([CH3:4])[CH:5]1[CH2:6][CH2:7][CH:8]([NH:11][C:25]([NH:24][c:16]2[c:15]([CH:12]([CH3:13])[CH3:14])[cH:20][cH:19][cH:18][c:17]2[CH:21]([CH3:22])[CH3:23])=[O:26])[CH2:9][CH2:10]1. Starting materials: Cc1ccccc1, Cc1nc(C(F)(F)F)ccc1Cn1nc2c(-c3ccncc3)c(Cl)ccn2c1=O, [Na+], [Na+], O=C([O-])[O-], OB(O)c1ccc(F)cc1. The product is Cc1nc(C(F)(F)F)ccc1Cn1nc2c(-c3ccncc3)c(-c3ccc(F)cc3)ccn2c1=O. As a reaction SMILES: [CH3:46][c:47]1[cH:48][cH:49][cH:50][cH:51][cH:52]1.[Cl:1][c:2]1[c:3](-[c:24]2[cH:25][cH:26][n:27][cH:28][cH:29]2)[c:4]2[n:5]([cH:6][cH:7]1)[c:8](=[O:23])[n:9]([CH2:11][c:12]1[c:13]([CH3:22])[n:14][c:15]([C:18]([F:19])([F:20])[F:21])[cH:16][cH:17]1)[n:10]2.[Na+:40].[Na+:41].[O-:42][C:43](=[O:44])[O-:45].[OH:30][B:31]([OH:32])[c:33]1[cH:34][cH:35][c:36]([F:37])[cH:38][cH:39]1>>[c:2]1(-[c:33]2[cH:34][cH:35][c:36]([F:37])[cH:38][cH:39]2)[c:3](-[c:24]2[cH:25][cH:26][n:27][cH:28][cH:29]2)[c:4]2[n:5]([cH:6][cH:7]1)[c:8](=[O:23])[n:9]([CH2:11][c:12]1[c:13]([CH3:22])[n:14][c:15]([C:18]([F:19])([F:20])[F:21])[cH:16][cH:17]1)[n:10]2.